From a dataset of the Open Reaction Database (ORD), a public repository of structured organic reaction records. describe an organic reaction: reactants, conditions, products, and yield Starting materials: C(#N)C1=CC=C(C=C1)C1C(=C(N(C=2N1N=NN2)C2=CC(=CC=C2)C(F)(F)F)C)C(=O)N ((rac)-7-(4-Cyanophenyl)-5-methyl-4-[3-(trifluoromethyl)phenyl]-4,7-dihydrotetrazolo[1,5-a]pyrimidine-6-carboxamide), Example 72/73, [OH-].COC(=O)NS(=O)(=O)[N+](CC)(CC)CC (methoxycarbonylsulfamoyltriethylammonium hydroxide). The solvent is C1CCOC1 (THF). Reaction conditions: time 1 hour. Yields the product C(#N)C1=CC=C(C=C1)C1C(=C(N(C=2N1N=NN2)C2=CC(=CC=C2)C(F)(F)F)C)C#N ((rac)-7-(4-Cyanophenyl)-5-methyl-4-[3-(trifluoromethyl)phenyl]-4,7-dihydrotetrazolo[1,5-a]pyrimidine-6-carbonitrile). Reaction SMILES: [C:1]([C:3]1[CH:8]=[CH:7][C:6]([CH:9]2[N:14]3[N:15]=[N:16][N:17]=[C:13]3[N:12]([C:18]3[CH:23]=[CH:22][CH:21]=[C:20]([C:24]([F:27])([F:26])[F:25])[CH:19]=3)[C:11]([CH3:28])=[C:10]2[C:29]([NH2:31])=O)=[CH:5][CH:4]=1)#[N:2].[OH-].COC(NS([N+](CC)(CC)CC)(=O)=O)=O>C1COCC1>[C:1]([C:3]1[CH:8]=[CH:7][C:6]([CH:9]2[N:14]3[N:15]=[N:16][N:17]=[C:13]3[N:12]([C:18]3[CH:23]=[CH:22][CH:21]=[C:20]([C:24]([F:27])([F:26])[F:25])[CH:19]=3)[C:11]([CH3:28])=[C:10]2[C:29]#[N:31])=[CH:5][CH:4]=1)#[N:2] |f:1.2|. Reported procedure: The reaction was carried out under argon. (rac)-7-(4-Cyanophenyl)-5-methyl-4-[3-(trifluoromethyl)phenyl]-4,7-dihydrotetrazolo[1,5-a]pyrimidine-6-carboxamide (10 mg, 24 μmol; prepared analogously to Example 72/73 from Example 70) was initially charged in dry THF (0.6 ml), methoxycarbonylsulfamoyltriethylammonium hydroxide (Burgess reagent; 22 mg, 94 μmol, 4 eq.) was added and the mixture was stirred at RT for 1 h. HPLC showed complete conversion. The reaction mixture was then concentrated and the... Starting materials: OC1=C(N(S(C2=C1C=CS2)(=O)=O)C)C(=O)OC (4-hydroxy-2-methyl-3-methoxycarbonyl-2H-thieno[3,2-e]1,2-thiazine-1,1-dioxide), NC=1SC=CN1 (2-aminothiazole). Run in C=1(C(=CC=CC1)C)C (xylene). Reaction conditions: time 8 hour. The product is OC1=C(N(S(C2=C1C=CS2)(=O)=O)C)C(NC=2SC=CN2)=O (4-hydroxy-2-methyl-3-(2-thiazolylcarbamoyl)-2H-thieno[3,2-e]1,2-thiazine-1,1-dioxide). RXN SMILES: [OH:1][C:2]1[C:7]2[CH:8]=[CH:9][S:10][C:6]=2[S:5](=[O:12])(=[O:11])[N:4]([CH3:13])[C:3]=1[C:14]([O:16]C)=O.[NH2:18][C:19]1[S:20][CH:21]=[CH:22][N:23]=1>C1(C)C(C)=CC=CC=1>[OH:1][C:2]1[C:7]2[CH:8]=[CH:9][S:10][C:6]=2[S:5](=[O:11])(=[O:12])[N:4]([CH3:13])[C:3]=1[C:14](=[O:16])[NH:18][C:19]1[S:20][CH:21]=[CH:22][N:23]=1. Reported procedure: 0.25 g. of 4-hydroxy-2-methyl-3-methoxycarbonyl-2H-thieno[3,2-e]1,2-thiazine-1,1-dioxide is heated under reflux for 17 hours with 0.14 g. of 2-aminothiazole in 28 ml. of absolute xylene, while passing a stream of nitrogen through the said mixture. The mixture is cooled to room temperature and crystallization of the product is initiated by scratching. The product is kept overnight in the cold. The precipitate crystals are removed by filtration under suction and recrystallized from ethanol, whereb... The reactants are CC(C)(C)OC(=O)NC(Cc1ccccn1)C(=O)O, ClCCl, CCn1cc(C(C)C(N)C(=O)OC)c2cc(Cl)ccc21, C(=NC1CCCCC1)=NC1CCCCC1. The product is CCn1cc(C(C)C(NC(=O)C(Cc2ccccn2)NC(=O)OC(C)(C)C)C(=O)OC)c2cc(Cl)ccc21. Reaction SMILES: [C:21]([CH3:22])([CH3:23])([CH3:24])[O:25][C:26](=[O:27])[NH:28][CH:29]([CH2:30][c:31]1[n:32][cH:33][cH:34][cH:35][cH:36]1)[C:37](=[O:38])[OH:39].[CH2:55]([Cl:56])[Cl:57].[CH3:1][O:2][C:3]([CH:4]([NH2:5])[CH:6]([c:7]1[cH:8][n:9]([CH2:17][CH3:18])[c:10]2[cH:11][cH:12][c:13]([Cl:16])[cH:14][c:15]12)[CH3:19])=[O:20].[CH:40]1([N:41]=[C:42]=[N:43][CH:44]2[CH2:45][CH2:46][CH2:47][CH2:48][CH2:49]2)[CH2:50][CH2:51][CH2:52][CH2:53][CH2:54]1>>[CH3:1][O:2][C:3]([CH:4]([NH:5][C:37]([CH:29]([NH:28][C:26]([O:25][C:21]([CH3:22])([CH3:23])[CH3:24])=[O:27])[CH2:30][c:31]1[n:32][cH:33][cH:34][cH:35][cH:36]1)=[O:38])[CH:6]([c:7]1[cH:8][n:9]([CH2:17][CH3:18])[c:10]2[cH:11][cH:12][c:13]([Cl:16])[cH:14][c:15]12)[CH3:19])=[O:20]. Starting materials: FC=1C=C(C=CC1OCC)B(O)O (3-fluoro-4-ethoxyphenylboronic acid), I (hydroiodic acid), ClC1=NC=NC(=C1)Cl (4,6-dichloropyrimidine), chloro. The product is IC1=NC=NC(=C1)C1=CC=C(C=C1)OCC (4-Iodo-6-(4-ethoxyphenyl)pyrimidine). As a reaction SMILES: F[C:2]1[CH:3]=[C:4](B(O)O)[CH:5]=[CH:6][C:7]=1[O:8][CH2:9][CH3:10].Cl[C:15]1[CH:20]=[C:19](Cl)[N:18]=[CH:17][N:16]=1.[IH:22]>>[I:22][C:15]1[CH:20]=[C:19]([C:4]2[CH:5]=[CH:6][C:7]([O:8][CH2:9][CH3:10])=[CH:2][CH:3]=2)[N:18]=[CH:17][N:16]=1. Procedure details: The compound was prepared according to Example 1 using 3-fluoro-4-ethoxyphenylboronic acid and 4,6-dichloropyrimidine. The resultant chloro compound was converted to iodo with hydroiodic acid as described in the general procedure.